This data is from the Open Reaction Database (ORD), a public repository of structured organic reaction records. The task is: describe an organic reaction: reactants, conditions, products, and yield The reactants are S1C(=CC=C1)C1=NOC(=C1)CCC=O (3-(3-(2-thienyl)isoxazol-5-yl)propanal), COC1=C(C=CC=C1)N1CCNCC1 (1-(2-methoxyphenyl)piperazine), [BH-](OC(=O)C)(OC(=O)C)OC(=O)C.[Na+] (NaBH(OAc)3). Solvent: C(Cl)Cl (methylene chloride). Yields the product COC1=C(C=CC=C1)N1CCN(CC1)CCCC1=CC(=NO1)C=1SC=CC1 (2-Methoxy-1-{4-[3-(3-(2-thienyl)isoxazol-5-yl)propyl]piperazinyl}benzene). Yield: 78.2%. Reaction SMILES: [S:1]1[CH:5]=[CH:4][CH:3]=[C:2]1[C:6]1[CH:10]=[C:9]([CH2:11][CH2:12][CH:13]=O)[O:8][N:7]=1.[CH3:15][O:16][C:17]1[CH:22]=[CH:21][CH:20]=[CH:19][C:18]=1[N:23]1[CH2:28][CH2:27][NH:26][CH2:25][CH2:24]1.[BH-](OC(C)=O)(OC(C)=O)OC(C)=O.[Na+]>C(Cl)Cl>[CH3:15][O:16][C:17]1[CH:22]=[CH:21][CH:20]=[CH:19][C:18]=1[N:23]1[CH2:28][CH2:27][N:26]([CH2:13][CH2:12][CH2:11][C:9]2[O:8][N:7]=[C:6]([C:2]3[S:1][CH:5]=[CH:4][CH:3]=3)[CH:10]=2)[CH2:25][CH2:24]1 |f:2.3|. Procedure details: About 2 min after dissolving 3-(3-(2-thienyl)isoxazol-5-yl)propanal (10 mg, 0.05 mmol) and 1-(2-methoxyphenyl)piperazine (9.2 mg, 0.05 mmol) in 2 mL of dry methylene chloride, were added NaBH(OAc)3 (31 mg, 0.14 mmol) and molecular sieves (5 beads). The reaction mixture was reacted for 10 hr and followed the same processes as in Example 1 to obtain 15 mg (81.5%) of the target compound.